This data is from the Open Reaction Database (ORD), a public repository of structured organic reaction records. The task is: describe an organic reaction: reactants, conditions, products, and yield Starting materials: COC1=CC=C(CCN)C=C1 (4-Methoxyphenethylamine), C(C)(=O)Cl (Acetyl chloride), [OH-].[Na+] (sodium hydroxide). The solvent is ClCCl (dichloromethane), ClCCl (dichloromethane). Reaction conditions: time 8 hour. Product: COC1=CC=C(C=C1)CCNC(C)=O (N-[2-(4-methoxyphenyl)-ethyl]-acetamide). Yield: 106.6%. As a reaction SMILES: [CH3:1][O:2][C:3]1[CH:11]=[CH:10][C:6]([CH2:7][CH2:8][NH2:9])=[CH:5][CH:4]=1.[OH-].[Na+].[C:14](Cl)(=[O:16])[CH3:15]>ClCCl>[CH3:1][O:2][C:3]1[CH:11]=[CH:10][C:6]([CH2:7][CH2:8][NH:9][C:14](=[O:16])[CH3:15])=[CH:5][CH:4]=1 |f:1.2|. Procedure: 4-Methoxyphenethylamine (50 g, 330 mmol) was added to dichloromethane (50 ml) and then 2N sodium hydroxide solution (25 ml) was added thereto. Acetyl chloride (26 ml, 364 mmol) was slowly added at 0° C. to the reaction mixture, which was then stirred overnight. The reaction mixture was diluted with dichloromethane, washed with water and a saturated sodium chloride solution, and then extracted with dichloromethane. The organic layer was dried on anhydrous magnesium sulfate and then concentrated u... Reaction SMILES: [CH2:1]([NH2:5])[CH:2]([CH3:4])[CH3:3].[C:6]([C:14]1[CH:22]=[CH:21][C:17]([C:18](Cl)=[O:19])=[CH:16][CH:15]=1)(=[O:13])[C:7]1[CH:12]=[CH:11][CH:10]=[CH:9][CH:8]=1>>[CH2:1]([NH:5][C:18](=[O:19])[C:17]1[CH:16]=[CH:15][C:14]([C:6](=[O:13])[C:7]2[CH:12]=[CH:11][CH:10]=[CH:9][CH:8]=2)=[CH:22][CH:21]=1)[CH:2]([CH3:4])[CH3:3]. Yields the product C(C(C)C)NC(C1=CC=C(C=C1)C(C1=CC=CC=C1)=O)=O (N-iso-butyl-p-benzoyl benzamide). The reactants are C(C(C)C)N (N-iso-butylamine), C(C1=CC=CC=C1)(=O)C1=CC=C(C(=O)Cl)C=C1 (p-benzoylbenzoic acid chloride). Reported procedure: N-iso-butylamine was reacted with p-benzoylbenzoic acid chloride to provide N-iso-butyl-p-benzoyl benzamide. At a 4% by weight loading in the test solution described in Example 1, a cure rate of 7.5 - 10 ft./min./lamp was observed for several samples. Starting materials: FC1=C(C=C(C(=C1)F)C=1C=NC=C(C1)C#CC)[C@@]12N=C(SC[C@@H]1CCO2)NC(OC(C)(C)C)=O ((±)-tert-butyl (4aR,7aR)-7a-(2,4-difluoro-5-(5-(prop-1-ynyl)pyridin-3-yl)phenyl)-4a,5,6,7a-tetrahydro-4H-furo[2,3-d][1,3]thiazin-2-ylcarbamate), C(=O)(C(F)(F)F)O (TFA). Run in ClCCl (dichloromethane). Run at time 2.5 hour. Yields the product FC1=C(C=C(C(=C1)F)C=1C=NC=C(C1)C#CC)[C@@]12N=C(SC[C@@H]1CCO2)N ((±)-(4aR,7aR)-7a-(2,4-difluoro-5-(5-(prop-1-ynyl)pyridin-3-yl)phenyl)-4a,5,6,7a-tetrahydro-4H-furo[2,3-d][1,3]thiazin-2-amine). Isolated yield 68.7%. As a reaction SMILES: [F:1][C:2]1[CH:7]=[C:6]([F:8])[C:5]([C:9]2[CH:10]=[N:11][CH:12]=[C:13]([C:15]#[C:16][CH3:17])[CH:14]=2)=[CH:4][C:3]=1[C@:18]12[O:26][CH2:25][CH2:24][C@H:23]1[CH2:22][S:21][C:20]([NH:27]C(=O)OC(C)(C)C)=[N:19]2.C(O)(C(F)(F)F)=O>ClCCl>[F:1][C:2]1[CH:7]=[C:6]([F:8])[C:5]([C:9]2[CH:10]=[N:11][CH:12]=[C:13]([C:15]#[C:16][CH3:17])[CH:14]=2)=[CH:4][C:3]=1[C@:18]12[O:26][CH2:25][CH2:24][C@H:23]1[CH2:22][S:21][C:20]([NH2:27])=[N:19]2. Reported procedure: To a solution of (±)-tert-butyl (4aR,7aR)-7a-(2,4-difluoro-5-(5-(prop-1-ynyl)pyridin-3-yl)phenyl)-4a,5,6,7a-tetrahydro-4H-furo[2,3-d][1,3]thiazin-2-ylcarbamate (Preparation 6, 22 mg) in dichloromethane (300 μL) was added TFA (35 μL, 0.508 mmol) at rt, and the reaction mixture was stirred at rt for 2.5 h. The crude product was directly purified by prep TLC eluting with 90% CH2Cl2/9% MeOH/1% NH4OH to give the title compound (12 mg) a colorless oil. 1H NMR (400 MHz, CHLOROFORM-d) δ 8.66-8.61 (m, 2H... Product: Cc1cc(C23CC(C)(C)CC(C)(C)C2O3)ccc1F. The reactants are ClCCl, Cc1cc(C2=CC(C)(C)CC(C)(C)C2)ccc1F, [K+], [K+], O=C(OO)c1cccc(Cl)c1, O=P([O-])([O-])O. Reaction SMILES: [Cl:37][CH2:38][Cl:39].[F:12][c:13]1[c:14]([CH3:29])[cH:15][c:16]([C:19]2=[CH:20][C:21]([CH3:27])([CH3:28])[CH2:22][C:23]([CH3:25])([CH3:26])[CH2:24]2)[cH:17][cH:18]1.[K+:35].[K+:36].[OH:1][O:2][C:3]([c:4]1[cH:5][c:6]([Cl:7])[cH:8][cH:9][cH:10]1)=[O:11].[P:30]([O-:31])([O-:32])([OH:33])=[O:34]>>[O:1]1[C:19]2([c:16]3[cH:15][c:14]([CH3:29])[c:13]([F:12])[cH:18][cH:17]3)[CH:20]1[C:21]([CH3:27])([CH3:28])[CH2:22][C:23]([CH3:25])([CH3:26])[CH2:24]2. Starting materials: FC=1C=C2C(=CNC2=C(C1)C=CC(=O)O)C (3-(5-fluoro-3-methylindol-7-yl)acrylic acid), ClC1=C(CCl)C=CC(=C1)Cl (2,4-Dichlorobenzyl chloride), Example 3, CC(C)([O-])C.[K+] (potassium t-butoxide). Run in C1CCOC1 (THF). Run at time 24 hour. The product is ClC1=C(CN2C=C(C3=CC(=CC(=C23)/C=C/C(=O)O)F)C)C=CC(=C1)Cl ((E)-3-[1-(2,4-Dichlorobenzyl)-5-fluoro-3-methyl-1H-indol-7-yl]-acrylic acid). The yield is 70.0%. RXN SMILES: [F:1][C:2]1[CH:3]=[C:4]2[C:8](=[C:9]([CH:11]=[CH:12][C:13]([OH:15])=[O:14])[CH:10]=1)[NH:7][CH:6]=[C:5]2[CH3:16].CC(C)([O-])C.[K+].[Cl:23][C:24]1[CH:31]=[C:30]([Cl:32])[CH:29]=[CH:28][C:25]=1[CH2:26]Cl>C1COCC1>[Cl:23][C:24]1[CH:31]=[C:30]([Cl:32])[CH:29]=[CH:28][C:25]=1[CH2:26][N:7]1[C:8]2[C:4](=[CH:3][C:2]([F:1])=[CH:10][C:9]=2/[CH:11]=[CH:12]/[C:13]([OH:15])=[O:14])[C:5]([CH3:16])=[CH:6]1 |f:1.2|. Procedure details: To a solution of 3-(5-fluoro-3-methylindol-7-yl)acrylic acid, prepared as in Example 3 (20 g, 92 mmol) in 200 mL THF was added potassium t-butoxide (24.4 g, 206 mmol) in portions over approximately 10 min, while keeping the internal temperature below 18° C. with an ice-water bath. 2,4-Dichlorobenzyl chloride (21.7 g, 110 mmol) was added over a period of 5 min, after which the cooling bath was removed. The reaction mixture was stirred for 24 h, then quenched with 200 mL water, followed by dilutio...